This data is from the Open Reaction Database (ORD), a public repository of structured organic reaction records. The task is: describe an organic reaction: reactants, conditions, products, and yield The reactants are CC(=NO)C12CC3CC(CC(C1)C3)C2 (1-Adamantyl methyl ketoxime), Cl (hydrochloric acid). Reagents/catalysts: O=[Pt]=O (PtO2). The solvent is C(C)O (ethanol). Run at time 2 day. Yields the product CC(C12CC3CC(C1)CC(C3)C2)N (rimantadine). Isolated yield 54.0%. Reaction SMILES: [CH3:1][C:2]([C:5]12[CH2:14][CH:9]3[CH2:10][CH:11]([CH2:13][CH:7]([CH2:8]3)[CH2:6]1)[CH2:12]2)=[N:3]O.Cl>C(O)C.O=[Pt]=O>[CH3:1][CH:2]([NH2:3])[C:5]12[CH2:6][CH:7]3[CH2:13][CH:11]([CH2:10][CH:9]([CH2:8]3)[CH2:14]1)[CH2:12]2. Procedure: 1-Adamantyl methyl ketoxime, 2.0 g, was dissolved in 200 ml of ethanol and mixed with 1.0 ml of conc. hydrochloric acid. This solution was poured into a Parr hydrogenation flask, and 1.0 g of PtO2 was added. Hydrogenation under 35 psia (240 KPa) and at room temperature proceeded slowly. After two days of hydrogenation, the catalyst was removed. The filtrate was distilled to dryness and 100 ml water was added to the residue. The insoluble material was removed by filtration and the aqueous layer w... The reactants are O=C([O-])O, CCOC(C)=O, O=C(Cl)CCl, [Na+], O, c1ccc(C2NCCc3ccccc32)cc1. Yields the product O=C(CCl)N1CCc2ccccc2C1c1ccccc1. As a reaction SMILES: [C:22](=[O:23])([O-:24])[OH:25].[CH3:27][CH2:28][O:29][C:30]([CH3:31])=[O:32].[Cl:1][CH2:2][C:3](=[O:4])[Cl:5].[Na+:26].[OH2:33].[c:6]1([CH:12]2[NH:13][CH2:14][CH2:15][c:16]3[cH:17][cH:18][cH:19][cH:20][c:21]32)[cH:7][cH:8][cH:9][cH:10][cH:11]1>>[Cl:1][CH2:2][C:3](=[O:4])[N:13]1[CH:12]([c:6]2[cH:7][cH:8][cH:9][cH:10][cH:11]2)[c:21]2[c:16]([cH:17][cH:18][cH:19][cH:20]2)[CH2:15][CH2:14]1. The reactants are C[C@](C(=O)[O-])(CCCCCC)N1C(=NC=C1)NC(C1=C(C=CC=C1)S(=O)(=O)O)=O.[K] ((R)-methyl-[(2-sulfobenzoyl)amino-1H-imidazol-1-yl]-octanoate potassium). Run in O (H2O), C(C)O (ethanol), [OH-].[Na+] (NaOH). Reaction conditions: time 3 hour. Yields the product S(=O)(=O)(O)C1=C(C(=O)NC=2N(C=CN2)[C@@H](C(=O)O)CCCCCC)C=CC=C1 ((R)-[(2-sulfobenzoyl)amino-1H-imidazol-1-yl]-octanoic acid). Yield: 43.3%. Reaction SMILES: C[C@@:2]([N:12]1[CH:16]=[CH:15][N:14]=[C:13]1[NH:17][C:18](=[O:29])[C:19]1[CH:24]=[CH:23][CH:22]=[CH:21][C:20]=1[S:25]([OH:28])(=[O:27])=[O:26])([CH2:6][CH2:7][CH2:8][CH2:9][CH2:10][CH3:11])[C:3]([O-:5])=[O:4].[K]>O.C(O)C.[OH-].[Na+]>[S:25]([C:20]1[CH:21]=[CH:22][CH:23]=[CH:24][C:19]=1[C:18]([NH:17][C:13]1[N:12]([C@H:2]([CH2:6][CH2:7][CH2:8][CH2:9][CH2:10][CH3:11])[C:3]([OH:5])=[O:4])[CH:16]=[CH:15][N:14]=1)=[O:29])([OH:28])(=[O:26])=[O:27] |f:0.1,4.5,^1:29|. Reported procedure: The potassium salt (22.5 g) was dissolved in a mixture of 200 mL H2O and 100 mL of ethanol. To this solution was added in NaOH (53 mL). The reaction was allowed to stir for 3 hours. The solvent ethanol was then removed in vacuo, and the aqueous acidified to pH=1.5 with 5N HCl. This solution was extracted with 10% ethanol/ethyl acetate (3×200 mL). The organic was dried (Na2SO4) and concentrated in vacuo to give 8.65 g (46% for two steps) of (R)-[(2-sulfobenzoyl)amino-1H-imidazol-1-yl]-octanoic ac... RXN SMILES: O[CH2:2][CH2:3][C:4]1[CH:9]=[CH:8][C:7]([NH:10][C:11]([C:13]2[NH:14][C:15]3[C:20]([CH:21]=2)=[C:19]([O:22][CH2:23][C:24]2[C:28]4[CH:29]=[C:30]([Cl:33])[CH:31]=[CH:32][C:27]=4[O:26][CH:25]=2)[CH:18]=[CH:17][CH:16]=3)=[O:12])=[CH:6][CH:5]=1.[NH:34]1[CH2:39][CH2:38][CH2:37][CH2:36][CH2:35]1>>[N:34]1([CH2:2][CH2:3][C:4]2[CH:9]=[CH:8][C:7]([NH:10][C:11]([C:13]3[NH:14][C:15]4[C:20]([CH:21]=3)=[C:19]([O:22][CH2:23][C:24]3[C:28]5[CH:29]=[C:30]([Cl:33])[CH:31]=[CH:32][C:27]=5[O:26][CH:25]=3)[CH:18]=[CH:17][CH:16]=4)=[O:12])=[CH:6][CH:5]=2)[CH2:39][CH2:38][CH2:37][CH2:36][CH2:35]1. Procedure: This compound is synthesized analogously to example 150 from 4-(5-Chloro-benzofuran-3-ylmethoxy)-1H-indole-2-carboxylic acid [4-(2-hydroxy-ethyl)-phenyl]-amide (193, preparation see below) and piperidine. The product is N1(CCCCC1)CCC1=CC=C(C=C1)NC(=O)C=1NC2=CC=CC(=C2C1)OCC1=COC2=C1C=C(C=C2)Cl (4-(5-Chloro-benzofuran-3-ylmethoxy)-1H-indole-2-carboxylic acid [4-(2-piperidin-1-yl-ethyl)-phenyl]-amide). Reactants: OCCC1=CC=C(C=C1)NC(=O)C=1NC2=CC=CC(=C2C1)OCC1=COC2=C1C=C(C=C2)Cl (4-(5-Chloro-benzofuran-3-ylmethoxy)-1H-indole-2-carboxylic acid [4-(2-hydroxy-ethyl)-phenyl]-amide), N1CCCCC1 (piperidine). Starting materials: C(CCC)C=1N(C(N(N1)C1=C(C=CC=C1)C(F)(F)F)=O)CC1=CC=C(C=C1)C1=C(C=CC=C1)S(N)(=O)=O (5-n-Butyl-2,4-dihydro-4-[(2'-sulfamoylbiphenyl-4-yl)methyl]-2-[2-(trifluoromethyl)phenyl]-3H-1,2,4-triazol-3-one), C(CCCCCCC)(=O)Cl (octanoyl chloride). Yields the product crude product, C(CCC)C=1N(C(N(N1)C1=C(C=CC=C1)C(F)(F)F)=O)CC1=CC=C(C=C1)C1=C(C=CC=C1)S(NC(CCCCCCC)=O)(=O)=O (5-n-Butyl-2,4-dihydro-4-[[2'-(N-octanoylsulfamoyl)biphenyl-4-yl]methyl]-2-[2-(trifluoromethyl)phenyl]-3H-1,2,4-triazol-3-one). Isolated yield 37.0%. RXN SMILES: [CH2:1]([C:5]1[N:6]([CH2:21][C:22]2[CH:27]=[CH:26][C:25]([C:28]3[CH:33]=[CH:32][CH:31]=[CH:30][C:29]=3[S:34](=[O:37])(=[O:36])[NH2:35])=[CH:24][CH:23]=2)[C:7](=[O:20])[N:8]([C:10]2[CH:15]=[CH:14][CH:13]=[CH:12][C:11]=2[C:16]([F:19])([F:18])[F:17])[N:9]=1)[CH2:2][CH2:3][CH3:4].[C:38](Cl)(=[O:46])[CH2:39][CH2:40][CH2:41][CH2:42][CH2:43][CH2:44][CH3:45]>>[CH2:1]([C:5]1[N:6]([CH2:21][C:22]2[CH:27]=[CH:26][C:25]([C:28]3[CH:33]=[CH:32][CH:31]=[CH:30][C:29]=3[S:34](=[O:37])(=[O:36])[NH:35][C:38](=[O:46])[CH2:39][CH2:40][CH2:41][CH2:42][CH2:43][CH2:44][CH3:45])=[CH:24][CH:23]=2)[C:7](=[O:20])[N:8]([C:10]2[CH:15]=[CH:14][CH:13]=[CH:12][C:11]=2[C:16]([F:19])([F:18])[F:17])[N:9]=1)[CH2:2][CH2:3][CH3:4]. Procedure details: By the procedure of Example 13, Step C, 5-n-butyl-2,4-dihydro-4-[(2'-sulfamoylbiphenyl-4-yl)methyl]-2-[2-(trifluoromethyl)phenyl]-3H-1,2,4-triazol-3-one (from Example 16, Step C) was reacted with octanoyl chloride. Flash chromatography of the crude product twice on silica gel (gradient elution with 0.3-3% and 0.5-2% MeOH in CH2Cl2) gave a 37% yield of the title compound as a gum, homogeneous by TLC in 19:1 CH2Cl2 --MeOH; mass spectrum (FAB) m/e 657 (M+1)+. 400 MHz NMR CDCl3) δ0.81 (t, 3H), 0.89 ... Starting materials: C(C)OC(C(C(=O)OCC)C(C1=CNC2=C1C=NC=C2)C2=CC=CC=C2)=O (2-[phenyl-(1H-pyrrolo[3,2-c]pyridin-3-yl)-methyl]-malonic acid diethyl ester), [OH-].[Na+] (NaOH). Solvent: CCO (EtOH). Yields the product C1(=CC=CC=C1)C(C(C(=O)O)C(=O)O)C1=CNC2=C1C=NC=C2 (2-[Phenyl-(1H-pyrrolo[3,2-c]pyridin-3-yl)-methyl]-malonic acid). Yield: 52.3%. Reaction SMILES: C([O:3][C:4](=[O:27])[CH:5]([CH:11]([C:21]1[CH:26]=[CH:25][CH:24]=[CH:23][CH:22]=1)[C:12]1[C:16]2[CH:17]=[N:18][CH:19]=[CH:20][C:15]=2[NH:14][CH:13]=1)[C:6]([O:8]CC)=[O:7])C.[OH-].[Na+]>CCO>[C:21]1([CH:11]([C:12]2[C:16]3[CH:17]=[N:18][CH:19]=[CH:20][C:15]=3[NH:14][CH:13]=2)[CH:5]([C:4]([OH:27])=[O:3])[C:6]([OH:8])=[O:7])[CH:26]=[CH:25][CH:24]=[CH:23][CH:22]=1 |f:1.2|. Procedure details: To a RT solution of 2-[phenyl-(1H-pyrrolo[3,2-c]pyridin-3-yl)-methyl]-malonic acid diethyl ester (0.77 g) in EtOH (40 mL) was added NaOH (2 M in water, 15 ml). The mixture was stirred at reflux for 5 h, cooled to RT, and concentrated. The aqueous residue was acidified by addition of HCl (1 M) until dissolution. To this solution was added EtOAc resulting in precipitation of a solid, which was collected by filtration and dried, affording 2-[Phenyl-(1H-pyrrolo[3,2-c]pyridin-3-yl)-methyl]-malonic ac... Reactants: C1(CC1)C=O (cyclopropane carbaldehyde), N[C@H]1CC[C@H](CC1)OC=1C=C2C=CNC(C2=CC1)=O (cis-6-(4-Amino-cyclohexyloxy)-2H-isoquinolin-1-one). Procedure details: 125 was obtained as hydrochloride using the previously described general method employing cyclopropane carbaldehyde and cis-6-(4-amino-cyclohexyloxy)-2H-isoquinolin-1-one (28) as starting materials. Rt=1.04 min (Method B). Detected mass: 313.2 (M+H+). As a reaction SMILES: [CH:1]1([CH:4]=O)[CH2:3][CH2:2]1.[NH2:6][C@@H:7]1[CH2:12][CH2:11][C@H:10]([O:13][C:14]2[CH:15]=[C:16]3[C:21](=[CH:22][CH:23]=2)[C:20](=[O:24])[NH:19][CH:18]=[CH:17]3)[CH2:9][CH2:8]1>>[CH:1]1([CH2:4][NH:6][C@@H:7]2[CH2:8][CH2:9][C@H:10]([O:13][C:14]3[CH:15]=[C:16]4[C:21](=[CH:22][CH:23]=3)[C:20](=[O:24])[NH:19][CH:18]=[CH:17]4)[CH2:11][CH2:12]2)[CH2:3][CH2:2]1. The product is C1(CC1)CN[C@H]1CC[C@H](CC1)OC=1C=C2C=CNC(C2=CC1)=O (6-[cis-4-(Cyclopropylmethyl-amino)-cyclohexyloxy]-2H-isoquinolin-1-one). Reactants: CC(C)Cc1ccc(B(O)O)cc1, CCO, Cc1ccccc1, O=[N+]([O-])c1ccc(OS(=O)(=O)c2ccccc2I)cc1, [Na+], [Na+], O=C([O-])[O-], O, c1ccc(P(c2ccccc2)(c2ccccc2)[Pd](P(c2ccccc2)(c2ccccc2)c2ccccc2)(P(c2ccccc2)(c2ccccc2)c2ccccc2)P(c2ccccc2)(c2ccccc2)c2ccccc2)cc1. Product: CC(C)Cc1ccc(-c2ccccc2S(=O)(=O)Oc2ccc([N+](=O)[O-])cc2)cc1. RXN SMILES: [CH2:21]([CH:22]([CH3:23])[CH3:24])[c:25]1[cH:26][cH:27][c:28]([B:31]([OH:32])[OH:33])[cH:29][cH:30]1.[CH3:125][CH2:126][OH:127].[CH3:34][c:35]1[cH:36][cH:37][cH:38][cH:39][cH:40]1.[I:1][c:2]1[c:3]([S:8](=[O:9])(=[O:10])[O:11][c:12]2[cH:13][cH:14][c:15]([N+:18](=[O:19])[O-:20])[cH:16][cH:17]2)[cH:4][cH:5][cH:6][cH:7]1.[Na+:41].[Na+:42].[O-:43][C:44](=[O:45])[O-:46].[OH2:124].[cH:47]1[cH:48][cH:49][c:50]([P:51]([Pd:52]([P:53]([c:54]2[cH:55][cH:56][cH:57][cH:58][cH:59]2)([c:60]2[cH:61][cH:62][cH:63][cH:64][cH:65]2)[c:66]2[cH:67][cH:68][cH:69][cH:70][cH:71]2)([P:72]([c:73]2[cH:74][cH:75][cH:76][cH:77][cH:78]2)([c:79]2[cH:80][cH:81][cH:82][cH:83][cH:84]2)[c:85]2[cH:86][cH:87][cH:88][cH:89][cH:90]2)[P:91]([c:92]2[cH:93][cH:94][cH:95][cH:96][cH:97]2)([c:98]2[cH:99][cH:100][cH:101][cH:102][cH:103]2)[c:104]2[cH:105][cH:106][cH:107][cH:108][cH:109]2)([c:110]2[cH:111][cH:112][cH:113][cH:114][cH:115]2)[c:116]2[cH:117][cH:118][cH:119][cH:120][cH:121]2)[cH:122][cH:123]1>>[c:2]1(-[c:28]2[cH:27][cH:26][c:25]([CH2:21][CH:22]([CH3:23])[CH3:24])[cH:30][cH:29]2)[c:3]([S:8](=[O:9])(=[O:10])[O:11][c:12]2[cH:13][cH:14][c:15]([N+:18](=[O:19])[O-:20])[cH:16][cH:17]2)[cH:4][cH:5][cH:6][cH:7]1. The reactants are COC(=O)C(C)(C)NC(=O)Nc1ccc(F)cc1, CC(C)=O, Cl. Product: CC1(C)NC(=O)N(c2ccc(F)cc2)C1=O. As a reaction SMILES: [CH3:1][O:2][C:3]([C:4]([NH:5][C:6]([NH:7][c:8]1[cH:9][cH:10][c:11]([F:14])[cH:12][cH:13]1)=[O:15])([CH3:16])[CH3:17])=[O:18].[CH3:20][C:21](=[O:22])[CH3:23].[ClH:19]>>[C:3]1(=[O:18])[C:4]([CH3:16])([CH3:17])[NH:5][C:6](=[O:15])[N:7]1[c:8]1[cH:9][cH:10][c:11]([F:14])[cH:12][cH:13]1. Reaction SMILES: C([N:8]1[C:12]2[C:13](=[O:35])[N:14]([CH3:34])[C:15]([CH:24]([O:29][C:30]([CH3:33])([CH3:32])[CH3:31])[C:25]([O:27][CH3:28])=[O:26])=[C:16]([C:17]3[CH:22]=[CH:21][C:20]([Cl:23])=[CH:19][CH:18]=3)[C:11]=2[CH:10]=[CH:9]1)C1C=CC=CC=1.[Li+].CC([N-]C(C)C)C>O1CCCC1>[C:30]([O:29][CH:24]([C:15]1[N:14]([CH3:34])[C:13](=[O:35])[C:12]2[NH:8][CH:9]=[CH:10][C:11]=2[C:16]=1[C:17]1[CH:18]=[CH:19][C:20]([Cl:23])=[CH:21][CH:22]=1)[C:25]([O:27][CH3:28])=[O:26])([CH3:33])([CH3:31])[CH3:32] |f:1.2|. The product is C(C)(C)(C)OC(C(=O)OC)C1=C(C2=C(C(N1C)=O)NC=C2)C2=CC=C(C=C2)Cl (methyl 2-(tert-butoxy)-2-(4-(4-chlorophenyl)-6-methyl-7-oxo-6,7-dihydro-1H-pyrrolo[2,3-c]pyridin-5-yl)acetate). Solvent: O1CCCC1 (Tetrahydrofuran). Procedure: A 0° C. solution of methyl 2-(1-benzyl-4-(4-chlorophenyl)-6-methyl-7-oxo-6,7-dihydro-1H-pyrrolo[2,3-c]pyridin-5-yl)-2-(tert-butoxy)acetate (400 mg, 0.811 mmol) in Tetrahydrofuran (THF) (6 mL) was slowly treated with LDA (2.0 M solution in tetrahydrofuran/heptanes/ethylbenzene) (0.811 mL, 1.623 mmol) and the mixture was allowed to stir at 0° C. for 20 min. The mixture was quenched with HCl (1M) and extracted with Ethyl acetate. The combined extracts were washed with brine, dried over Na2SO4, filt... Reaction conditions: temperature 0 celsius, time 20 minute. Starting materials: C(C1=CC=CC=C1)N1C=CC2=C1C(N(C(=C2C2=CC=C(C=C2)Cl)C(C(=O)OC)OC(C)(C)C)C)=O (methyl 2-(1-benzyl-4-(4-chlorophenyl)-6-methyl-7-oxo-6,7-dihydro-1H-pyrrolo[2,3-c]pyridin-5-yl)-2-(tert-butoxy)acetate), [Li+].CC(C)[N-]C(C)C (LDA). Yield: 63.0%.